This data is from the Open Reaction Database (ORD), a public repository of structured organic reaction records. The task is: describe an organic reaction: reactants, conditions, products, and yield Starting materials: CC(c1ccccc1)N1CC(CCBr)(C(=O)OC(C)(C)C)C(F)C1=O, C[Si](C)(C)[N-][Si](C)(C)C, [Li+], C1CCOC1. Product: CC(c1ccccc1)N1CC2(C(=O)OC(C)(C)C)CCC2(F)C1=O. Reaction SMILES: [C:11]([CH3:12])([CH3:13])([CH3:14])[O:15][C:16](=[O:17])[C:18]1([CH2:33][CH2:34][Br:35])[CH2:19][N:20]([CH:25]([CH3:26])[c:27]2[cH:28][cH:29][cH:30][cH:31][cH:32]2)[C:21](=[O:24])[CH:22]1[F:23].[CH3:1][Si:2]([CH3:3])([CH3:4])[N-:5][Si:6]([CH3:7])([CH3:8])[CH3:9].[Li+:10].[O:36]1[CH2:37][CH2:38][CH2:39][CH2:40]1>>[C:11]([CH3:12])([CH3:13])([CH3:14])[O:15][C:16](=[O:17])[C:18]12[CH2:19][N:20]([CH:25]([CH3:26])[c:27]3[cH:28][cH:29][cH:30][cH:31][cH:32]3)[C:21](=[O:24])[C:22]1([F:23])[CH2:34][CH2:33]2. Starting materials: C(C1=CC=CC=C1)(=O)O[C@@H]1[C@@H]([C@H]2CC[C@@H](C1)N2C)C=C (3β-(Benzoyloxy)-2β-vinyltropane), [Si](C)(C)(C(C)(C)C)O[C@@H]1[C@@H]([C@H]2CC[C@@H](C1)N2C)\C=C\Cl (3β-(t-Butyldimethylsilyloxy)-2β-[(E)-2-chlorovinyl]tropane). Product: C(C1=CC=CC=C1)(=O)O[C@@H]1[C@@H]([C@H]2CC[C@@H](C1)N2C)\C=C\Cl (3β-(Benzoyloxy)-2β-[(E)-2-chlorovinyl]tropane). The yield is 22.0%. Reaction SMILES: [C:1]([O:9][C@H:10]1[CH2:16][C@H:15]2[N:17]([CH3:18])[C@H:12]([CH2:13][CH2:14]2)[C@H:11]1[CH:19]=[CH2:20])(=[O:8])[C:2]1[CH:7]=[CH:6][CH:5]=[CH:4][CH:3]=1.[Si](O[C@H]1C[C@H]2N(C)[C@H](CC2)[C@H]1/C=C/[Cl:40])(C(C)(C)C)(C)C>>[C:1]([O:9][C@H:10]1[CH2:16][C@H:15]2[N:17]([CH3:18])[C@H:12]([CH2:13][CH2:14]2)[C@H:11]1/[CH:19]=[CH:20]/[Cl:40])(=[O:8])[C:2]1[CH:3]=[CH:4][CH:5]=[CH:6][CH:7]=1. Reported procedure: By the same procedure used for the preparation of 2a, 180 mg (0.57 mmol) of the product of Example 5 gave 39 mg (22% yield) of compound 2b (column chromatography, hexane: ethyl acetate=2:1): [α]22D =-47.2° (c=1.925, CH2Cl2); IR (thin film) 3063, 2942, 2880, 2801, 1717, 1451, 1277, 1115, 939, 822, 712 cm-1 ; 1H NMR (CDCl3, 300 MHz) δ 7.97 (d, 2H, J=7.4 Hz), 7.55 (t, 1H, J=7.4 Hz), 7.43 (t, 1H, J=7.3 Hz), 6.42 (dd, 1H, J=13.4, 10.0 Hz), 5.93 (d, 1H, J=13.4 Hz), 5.19 (dt, 1H, J=11.4, 6.5 Hz), 3.30-...